From a dataset of the Open Reaction Database (ORD), a public repository of structured organic reaction records. describe an organic reaction: reactants, conditions, products, and yield Starting materials: C(\C=C\CO)O (trans-2-butene-1,4-diol), C1(=CC=C(C=C1)S(=O)(=O)O)C (p-toluenesulfonic acid), O1CCCC=C1 (dihydropyran), CCOCC (ether). Conditions: time 4 day. The product is C1(=CC=CC=C1)C#CC#CC=C=C[C@H]1[C@@H](O1)CO ((trans)-3-(7-Phenyl-1,2-heptadiene-4,6-diynyl)-oxiranemethanol). RXN SMILES: [CH2:1](O)/[CH:2]=[CH:3]/[CH2:4][OH:5].[C:7]1([CH3:17])[CH:12]=[CH:11][C:10](S(O)(=O)=O)=[CH:9][CH:8]=1.O1[CH:23]=[CH:22][CH2:21][CH2:20][CH2:19]1.CC[O:26]CC>>[C:7]1([C:17]#[C:19][C:20]#[C:21][CH:22]=[C:23]=[CH:1][C@@H:2]2[O:26][C@H:3]2[CH2:4][OH:5])[CH:12]=[CH:11][CH:10]=[CH:9][CH:8]=1. Procedure details: To a solution of trans-2-butene-1,4-diol (7.57 g, 85.9 mmole) and a catalytic quantity of p-toluenesulfonic acid in 700 ml of dry ether was added dihydropyran (6.73 ml, 71.6 mmole) at the rate of 1.5 ml/hour. After stirring for four days, the reaction mixture was washed with saturated sodium bicarbonate, and the organic layer was separated and dried over sodium sulfate and concentrated in vacuo to afford the crude product which was purified via flash chromatography (LPS-1 silica gel; ether-hexan... Reactants: CCOC(=O)C(O)C([NH3+])Cc1ccccc1, [Cl-], O=C(O)c1cccnc1-n1ccc(-c2ccccc2)n1. Yields the product CCOC(=O)C(O)C(Cc1ccccc1)NC(=O)c1cccnc1-n1ccc(-c2ccccc2)n1. Reaction SMILES: [CH2:22]([CH3:23])[O:24][C:25]([CH:26]([CH:27]([CH2:28][c:29]1[cH:30][cH:31][cH:32][cH:33][cH:34]1)[NH3+:35])[OH:36])=[O:37].[Cl-:21].[c:1]1(-[c:7]2[n:8][n:9](-[c:12]3[c:13]([C:14](=[O:15])[OH:16])[cH:17][cH:18][cH:19][n:20]3)[cH:10][cH:11]2)[cH:2][cH:3][cH:4][cH:5][cH:6]1>>[c:1]1(-[c:7]2[n:8][n:9](-[c:12]3[c:13]([C:14](=[O:16])[NH:35][CH:27]([CH:26]([C:25]([O:24][CH2:22][CH3:23])=[O:37])[OH:36])[CH2:28][c:29]4[cH:30][cH:31][cH:32][cH:33][cH:34]4)[cH:17][cH:18][cH:19][n:20]3)[cH:10][cH:11]2)[cH:2][cH:3][cH:4][cH:5][cH:6]1. The reactants are ClCCl, COc1cnc2c(c1)cc(C(O)CC1CCCC1)n2S(=O)(=O)c1ccccc1. Product: COc1cnc2c(c1)cc(C(=O)CC1CCCC1)n2S(=O)(=O)c1ccccc1. Reaction SMILES: [Cl:29][CH2:30][Cl:31].[c:1]1([S:7](=[O:8])(=[O:9])[n:10]2[c:11]([CH:21]([CH2:22][CH:23]3[CH2:24][CH2:25][CH2:26][CH2:27]3)[OH:28])[cH:12][c:13]3[c:14]2[n:15][cH:16][c:17]([O:19][CH3:20])[cH:18]3)[cH:2][cH:3][cH:4][cH:5][cH:6]1>>[c:1]1([S:7](=[O:8])(=[O:9])[n:10]2[c:11]([C:21]([CH2:22][CH:23]3[CH2:24][CH2:25][CH2:26][CH2:27]3)=[O:28])[cH:12][c:13]3[c:14]2[n:15][cH:16][c:17]([O:19][CH3:20])[cH:18]3)[cH:2][cH:3][cH:4][cH:5][cH:6]1. Reactants: O (Water), C(C1=CC=CC=C1)N (Benzylamine), C([O-])([O-])=O.[K+].[K+] (potassium carbonate), FC(CCCOC1=C(C(=CC=C1)C)S(=O)(=O)[O-])(C(F)(F)F)F (4,4,5,5,5-Pentafluoropentyloxytoluenesulfonate). Solvent: C(C)#N (acetonitrile). Product: FC(CCCNCC1=CC=CC=C1)(C(F)(F)F)F ((4,4,5,5,5-pentafluoropentyl)benzylamine). The yield is 73.6%. As a reaction SMILES: [F:1][C:2]([F:22])([C:18]([F:21])([F:20])[F:19])[CH2:3][CH2:4][CH2:5]OC1C=CC=C(C)C=1S([O-])(=O)=O.[CH2:23]([NH2:30])[C:24]1[CH:29]=[CH:28][CH:27]=[CH:26][CH:25]=1.C(=O)([O-])[O-].[K+].[K+].O>C(#N)C>[F:1][C:2]([F:22])([C:18]([F:21])([F:20])[F:19])[CH2:3][CH2:4][CH2:5][NH:30][CH2:23][C:24]1[CH:29]=[CH:28][CH:27]=[CH:26][CH:25]=1 |f:2.3.4|. Procedure: 4,4,5,5,5-Pentafluoropentyloxytoluenesulfonate (1 g, 3 mmol) was dissolved in acetonitrile (10 ml). Benzylamine (646 mg, 6 mmol) and potassium carbonate (829 mg, 6 mmol) were added. The mixture was refluxed for 10 h under nitrogen atmosphere. When the reaction was completed, the mixture was cooled to room temperature. Water was added to reaction solution which was then extracted with ethyl acetate. The extracted organic layer was dried over anhydrous magnesium sulfate and then concentrated. The ... The solvent is C1=CC=CC=C1 (benzene), O (water), C(C1=CC=CC=C1)#N (benzonitrile), C1=CC=CC=C1 (benzene). Conditions: time 15 minute. Product: C(C)(C)N1C(N=C(C=2CCCCC12)C1=CC=CC=C1)=O (1-Isopropyl-4-Phenyl-5,6,7,8-Tetrahydro-2(1H)-Quinazolinone). Procedure: To 5.05 g. diisopropylamine in 50 ml. dry benzene is added butyl lithium (31.5 ml. of a 1.6N solution in hexane). After 15 minutes, 7.65 g. of 1-methyl-N-(cyclohexylidene)-ethylamine prepared as in Example 1 is added during about 2 minutes. 5.5 g. benzonitrile is added after 10 minutes to give a deep red solution, and after a further 10 minutes about 5 ml. of water are added, causing the color to change to pale yellow. After 30 minutes, 5 g. of phosgene in a 12.5% solution in benzene is added dr... Starting materials: C(=O)(Cl)Cl (phosgene), solution, C(C)(C)NC(C)C (diisopropylamine), CC(C)N=C1CCCCC1 (1-methyl-N-(cyclohexylidene)-ethylamine), C(CCC)[Li] (butyl lithium), CCCCCC (hexane), solution. RXN SMILES: [CH:1]([NH:4][CH:5]([CH3:7])C)(C)C.C([Li])CCC.[CH3:13][CH:14]([N:16]=[C:17]1[CH2:22][CH2:21][CH2:20][CH2:19][CH2:18]1)[CH3:15].C(Cl)(Cl)=[O:24].[CH3:27][CH2:28][CH2:29][CH2:30][CH2:31]C>C1C=CC=CC=1.O.C(#N)C1C=CC=CC=1>[CH:14]([N:16]1[C:17]2[CH2:22][CH2:21][CH2:20][CH2:19][C:18]=2[C:5]([C:7]2[CH:31]=[CH:30][CH:29]=[CH:28][CH:27]=2)=[N:4][C:1]1=[O:24])([CH3:15])[CH3:13]. The reactants are ClC1=CC(=NN1CC(=O)OCC)C(F)(F)F (ethyl 5-chloro-3-(trifluoromethyl)-1H-pyrazole-1-acetate), [OH-].[Na+] (sodium hydroxide). The solvent is O1CCCC1 (tetrahydrofuran), O (water), O (water). Conditions: time 4 hour. The product is ClC1=CC(=NN1CC(=O)O)C(F)(F)F (5-chloro-3-(trifluoromethyl)-1H-pyrazole-1-acetic acid). Yield: 72.1%. RXN SMILES: [Cl:1][C:2]1[N:6]([CH2:7][C:8]([O:10]CC)=[O:9])[N:5]=[C:4]([C:13]([F:16])([F:15])[F:14])[CH:3]=1.[OH-].[Na+]>O1CCCC1.O>[Cl:1][C:2]1[N:6]([CH2:7][C:8]([OH:10])=[O:9])[N:5]=[C:4]([C:13]([F:16])([F:14])[F:15])[CH:3]=1 |f:1.2|. Procedure: A solution of ethyl 5-chloro-3-(trifluoromethyl)-1H-pyrazole-1-acetate (218 mg, 0.85 mmol) in tetrahydrofuran (1 mL) was treated with sodium hydroxide (0.2 mL, 50% aqueous solution) in water (0.6 mL), and stirred at ambient temperature for 4 h. The reaction mixture was then diluted with water (15 mL) and was concentrated under reduced pressure. The reaction mixture was acidified with concentrated hydrochloric acid to pH 1. The resulting mixture was extracted with ethyl acetate, dried over MgSO4,...